Dataset: the Open Reaction Database (ORD), a public repository of structured organic reaction records. Task: describe an organic reaction: reactants, conditions, products, and yield As a reaction SMILES: [Cl:9][c:10]1[c:11]([S:17](=[O:18])(=[O:19])[NH:20][c:21]2[n:22][cH:23][c:24]([Cl:28])[n:25][c:26]2[Cl:27])[cH:12][cH:13][cH:14][c:15]1[Cl:16].[n:1]1[cH:2][c:3]([CH2:7][OH:8])[cH:4][cH:5][cH:6]1>>[n:1]1[cH:2][c:3]([CH2:7][O:8][c:26]2[c:21]([NH:20][S:17]([c:11]3[c:10]([Cl:9])[c:15]([Cl:16])[cH:14][cH:13][cH:12]3)(=[O:18])=[O:19])[n:22][cH:23][c:24]([Cl:28])[n:25]2)[cH:4][cH:5][cH:6]1. Reactants: O=S(=O)(Nc1ncc(Cl)nc1Cl)c1cccc(Cl)c1Cl, OCc1cccnc1. Yields the product O=S(=O)(Nc1ncc(Cl)nc1OCc1cccnc1)c1cccc(Cl)c1Cl. The reactants are ClC1=CC=C(C=N1)OC1CCN(CC1)C(=O)OC(C)(C)C (tert-butyl 4-((6-chloropyridin-3-yl)oxy)piperidine-1-carboxylate), N1CCC2=CC(=CC=C12)NC(C(C)C)=O (N-(indolin-5-yl)isobutyramide), ClC1=CC=C(C=N1)OC1CCN(CC1)C(=O)OC(C)(C)C (tert-butyl 4-((6-chloropyridin-3-yl)oxy)piperidine-1-carboxylate), N1CCC2=CC(=CC=C12)NC(C(C)C)=O (N-(indolin-5-yl)isobutyramide). The product is C(C)(C)(C)OC(=O)N1CCC(CC1)OC=1C=NC(=CC1)N1CCC2=CC(=CC=C12)NC(C(C)C)=O (tert-Butyl-4-((6-(5-isobutyramidoindolin-1-yl)pyridin-3-yl)oxy)-piperidine-1-carboxylate). As a reaction SMILES: Cl[C:2]1[N:7]=[CH:6][C:5]([O:8][CH:9]2[CH2:14][CH2:13][N:12]([C:15]([O:17][C:18]([CH3:21])([CH3:20])[CH3:19])=[O:16])[CH2:11][CH2:10]2)=[CH:4][CH:3]=1.[NH:22]1[C:30]2[C:25](=[CH:26][C:27]([NH:31][C:32](=[O:36])[CH:33]([CH3:35])[CH3:34])=[CH:28][CH:29]=2)[CH2:24][CH2:23]1>>[C:18]([O:17][C:15]([N:12]1[CH2:13][CH2:14][CH:9]([O:8][C:5]2[CH:6]=[N:7][C:2]([N:22]3[C:30]4[C:25](=[CH:26][C:27]([NH:31][C:32](=[O:36])[CH:33]([CH3:34])[CH3:35])=[CH:28][CH:29]=4)[CH2:24][CH2:23]3)=[CH:3][CH:4]=2)[CH2:10][CH2:11]1)=[O:16])([CH3:21])([CH3:20])[CH3:19]. Procedure: The title compound was prepared by following the similar procedure as described in Example-1 using tert-butyl 4-((6-chloropyridin-3-yl)oxy)piperidine-1-carboxylate (intermediate 6) and N-(indolin-5-yl)isobutyramide (intermediate 50) (0.017 g, 14%).